From a dataset of the Open Reaction Database (ORD), a public repository of structured organic reaction records. describe an organic reaction: reactants, conditions, products, and yield The reactants are C(=O)O (formic acid), OO (hydrogen peroxide), CC1=C(C=CC(=C1)C)C1=CCCC1 (1-(2,4-dimethyl-phenyl)cyclopentene). Solvent: O (water), O (water). Reaction conditions: temperature 40 celsius, time 4 hour. Yields the product CC1=C(C=CC(=C1)C)C1C(CCC1)=O (2-(2,4-dimethyl-phenyl)-cyclopentanone). Reaction SMILES: [CH:1]([OH:3])=O.OO.[CH3:6][C:7]1[CH:12]=[C:11]([CH3:13])[CH:10]=[CH:9][C:8]=1[C:14]1C[CH2:17][CH2:16][CH:15]=1>O>[CH3:6][C:7]1[CH:12]=[C:11]([CH3:13])[CH:10]=[CH:9][C:8]=1[CH:14]1[CH2:15][CH2:16][CH2:17][C:1]1=[O:3]. Procedure: To a solution of 18 mL of 96% formic acid and 2 mL of water was added 4.5 mL of 30% hydrogen peroxide and the resulting solution was warmed to 40° C. for 10 minutes. The 1-(2,4-dimethyl-phenyl)cyclopentene (6 g) was slowly added with ice-bath cooling to maintain the internal temp at 35-40° C. The mixture was stirred at room temperature for 4 hours, diluted with water, and extracted with ether. The ether was washed with aqueous sodium bicarbonate and brine, dried, and evaporated. Purification of ... Reactants: COC(CN1C=CC2=CC(=CC=C12)OCC1=CC=CC=C1)=O ((5-Benzyloxy-indol-1-yl)-acetic acid methyl ester). The reagents and catalysts are [Pd] (Pd/C). The solvent is C(C)(=O)OCC.C(C)O (ethyl acetate ethanol). Conditions: time 16 hour. Yields the product COC(CN1C=CC2=CC(=CC=C12)O)=O ((5-Hydroxy-indol-1-yl)-acetic acid methyl ester). RXN SMILES: [CH3:1][O:2][C:3](=[O:22])[CH2:4][N:5]1[C:13]2[C:8](=[CH:9][C:10]([O:14]CC3C=CC=CC=3)=[CH:11][CH:12]=2)[CH:7]=[CH:6]1>C(OCC)(=O)C.C(O)C.[Pd]>[CH3:1][O:2][C:3](=[O:22])[CH2:4][N:5]1[C:13]2[C:8](=[CH:9][C:10]([OH:14])=[CH:11][CH:12]=2)[CH:7]=[CH:6]1 |f:1.2|. Procedure details: Compound 72A (18.9 g, 64 mmol) was dissolved in 100 ml 1:1 ethyl acetate/ethanol. 200 mg 10% Pd/C was added followed by purging with hydrogen. The reaction was stirred vigorously under balloon pressure for 16 h. The reaction was filtered through Celite® and concentrated to an oil which was filtered through 0.45 uM filter to give a pale yellow oil which crystallized on standing. MS m/z 206 (M+1). Starting materials: CCOC(C)=O, CCCCCC, NCCC(=O)O, O=C1OC(=O)c2ccccc21. The product is O=C(O)CCN1C(=O)c2ccccc2C1=O. RXN SMILES: [CH3:18][CH2:19][O:20][C:21](=[O:22])[CH3:23].[CH3:24][CH2:25][CH2:26][CH2:27][CH2:28][CH3:29].[NH2:1][CH2:2][CH2:3][C:4](=[O:5])[OH:6].[O:7]=[C:8]1[O:9][C:10](=[O:11])[c:12]2[cH:13][cH:14][cH:15][cH:16][c:17]21>>[N:1]1([CH2:2][CH2:3][C:4](=[O:5])[OH:6])[C:8](=[O:7])[c:17]2[c:12]([cH:13][cH:14][cH:15][cH:16]2)[C:10]1=[O:9]. As a reaction SMILES: [Br:1][CH2:2][CH2:3][Br:4].[Cl:5][C:6]1([F:18])[O:7][C:8]([F:16])([F:17])[C:9]([F:14])([F:15])[O:10][C:11]1([F:12])[Cl:13].[O:19]=[CH:20][N:21]([CH3:22])[CH3:23].[Zn:24]>>[C:6]1([F:18])=[C:11]([F:12])[O:10][C:9]([F:14])([F:15])[C:8]([F:16])([F:17])[O:7]1. Yields the product FC1=C(F)OC(F)(F)C(F)(F)O1. Reactants: BrCCBr, FC1(F)OC(F)(Cl)C(F)(Cl)OC1(F)F, CN(C)C=O, [Zn].